The task is: describe an organic reaction: reactants, conditions, products, and yield. This data is from the Open Reaction Database (ORD), a public repository of structured organic reaction records. The reactants are O=C1CCCc2ccccc2N1CCCCBr, CC(C)(C)c1nc(N2CCNCC2)cc(C(F)(F)F)n1, CN1CCCC1=O, CCN(C(C)C)C(C)C, O=C1CCCc2ccccc2N1CCCCCl. Yields the product CC(C)(C)c1nc(N2CCN(CCCCN3C(=O)CCCc4ccccc43)CC2)cc(C(F)(F)F)n1. RXN SMILES: [Br:18][CH2:19][CH2:20][CH2:21][CH2:22][N:23]1[c:24]2[cH:25][cH:26][cH:27][cH:28][c:29]2[CH2:30][CH2:31][CH2:32][C:33]1=[O:34].[C:35]([CH3:36])([CH3:37])([CH3:38])[c:39]1[n:40][c:41]([C:51]([F:52])([F:53])[F:54])[cH:42][c:43]([N:45]2[CH2:46][CH2:47][NH:48][CH2:49][CH2:50]2)[n:44]1.[CH3:64][N:65]1[CH2:66][CH2:67][CH2:68][C:69]1=[O:70].[CH:55]([N:56]([CH:57]([CH3:58])[CH3:59])[CH2:60][CH3:61])([CH3:62])[CH3:63].[Cl:1][CH2:2][CH2:3][CH2:4][CH2:5][N:6]1[C:7](=[O:17])[CH2:8][CH2:9][CH2:10][c:11]2[c:12]1[cH:13][cH:14][cH:15][cH:16]2>>[CH2:2]([CH2:3][CH2:4][CH2:5][N:6]1[C:7](=[O:17])[CH2:8][CH2:9][CH2:10][c:11]2[c:12]1[cH:13][cH:14][cH:15][cH:16]2)[N:48]1[CH2:47][CH2:46][N:45]([c:43]2[cH:42][c:41]([C:51]([F:52])([F:53])[F:54])[n:40][c:39]([C:35]([CH3:36])([CH3:37])[CH3:38])[n:44]2)[CH2:50][CH2:49]1. The reactants are C(C)(C)(C)OC(=O)N(C)[C@@H](C(=O)O)CC1=C(C=CC=C1)F ((2R)-2-(N-tert-Butoxycarbonyl-N-methylamino)-3-(2-fluorophenyl)propionic acid), CCCCC(C(CC[C@H]1[C@@H](CC(=O)[C@@H]1CCCCCCC(=O)O)O)O)(F)F.C1CCC(CC1)NC2CCCCC2 (dicyclohexylammonium salt), CN (Methylamine), C(C)(C)N(CC)C(C)C (diisopropylethylamine), O.ON1N=NC2=C1C=CC=C2 (1-Hydroxybenzotriazole hydrate), Cl.CN(CCCN=C=NCC)C (N-(3-dimethylaminopropyl)-N′-ethylcarbodiimide hydrochloride). Solvent: C(Cl)Cl (methylene chloride). Reaction conditions: time 15 minute. Yields the product C(C)(C)(C)OC(N(C)[C@H](CC1=C(C=CC=C1)F)C(NC)=O)=O (N-((1R)-2-(2-Fluorophenyl)-1-(methylcarbamoyl)ethyl)-N-methylcarbamic acid tert-butyl ester). Reaction SMILES: [C:1]([O:5][C:6]([N:8]([C@H:10]([CH2:14][C:15]1[CH:20]=[CH:19][CH:18]=[CH:17][C:16]=1[F:21])[C:11](O)=[O:12])[CH3:9])=[O:7])([CH3:4])([CH3:3])[CH3:2].CCCCC(F)(F)C(O)CC[C@@H]1[C@@H](CCCCCCC(O)=O)C(=O)C[C@H]1O.C1CC[CH:52]([NH:55]C2CCCCC2)CC1.O.ON1C2C=CC=CC=2N=N1.Cl.CN(C)CCCN=C=NCC.CN.C(N(C(C)C)CC)(C)C>C(Cl)Cl>[C:1]([O:5][C:6](=[O:7])[N:8]([C@@H:10]([C:11](=[O:12])[NH:55][CH3:52])[CH2:14][C:15]1[CH:20]=[CH:19][CH:18]=[CH:17][C:16]=1[F:21])[CH3:9])([CH3:4])([CH3:3])[CH3:2] |f:1.2,3.4,5.6|. Procedure: (2R)-2-(N-tert-Butoxycarbonyl-N-methylamino)-3-(2-fluorophenyl)propionic acid as a dicyclohexylammonium salt (5.57 9; 18.73 mmol) was dissolved in methylene chloride (30 mL) and washed with an aqueous solution of sodium hydrogen sulfate (10%; 30 mL). The organic phase was dried (magnesium sulfate) and filtered. 1-Hydroxybenzotriazole hydrate (2.53 g; 18.73 mmol) and N-(3-dimethylaminopropyl)-N′-ethylcarbodiimide hydrochloride (3.75 g; 19.6 mmol) were added to the filtrate and the mixture was sti...